Dataset: the Open Reaction Database (ORD), a public repository of structured organic reaction records. Task: describe an organic reaction: reactants, conditions, products, and yield Reactants: CC1=C(C(=NO1)C1=CC=CC=C1)C=1NC2=CC=CC=C2C1CCC(=O)O (2-(5-methyl-3-phenyl-4-isoxazolyl)-3-indole propionic acid), S(=O)(Cl)Cl (thionyl chloride). Solvent: O1CCCC1 (tetrahydrofuran). Conditions: time 18 hour. Product: CC1=C(C(=NO1)C1=CC=CC=C1)C=1NC2=CC=CC=C2C1CCC(=O)Cl (2-(5-methyl-3-phenyl-4-isoxazolyl)-3-indole propionyl chloride). As a reaction SMILES: [CH3:1][C:2]1[O:6][N:5]=[C:4]([C:7]2[CH:12]=[CH:11][CH:10]=[CH:9][CH:8]=2)[C:3]=1[C:13]1[NH:14][C:15]2[C:20]([C:21]=1[CH2:22][CH2:23][C:24]([OH:26])=O)=[CH:19][CH:18]=[CH:17][CH:16]=2.S(Cl)([Cl:29])=O>O1CCCC1>[CH3:1][C:2]1[O:6][N:5]=[C:4]([C:7]2[CH:12]=[CH:11][CH:10]=[CH:9][CH:8]=2)[C:3]=1[C:13]1[NH:14][C:15]2[C:20]([C:21]=1[CH2:22][CH2:23][C:24]([Cl:29])=[O:26])=[CH:19][CH:18]=[CH:17][CH:16]=2. Reported procedure: A mixture of 5.1 g (0.0147 mole) of 2-(5-methyl-3-phenyl-4-isoxazolyl)-3-indole propionic acid and 7.0 g (0.059 mole) of thionyl chloride in 200 ml tetrahydrofuran is stirred for 18 hours at room temperature. The solvent is then removed in vacuo to give 2-(5-methyl-3-phenyl-4-isoxazolyl)-3-indole propionyl chloride. Starting materials: C(C)OCC (diethyl ether), [C-]#N.[Na+] (sodium cyanide), C1(=CC=C(C=C1)S(=O)(=O)OCC1OC2=CC=CC=C2CC1)C (2-(p-toluenesulphonyloxymethyl)chroman), ice water. Run in CN(C=O)C (dimethylformamide). Reaction conditions: time 10 hour. Yields the product C(#N)CC1OC2=CC=CC=C2CC1 (2-cyanomethylchroman). Yield: 58.2%. Reaction SMILES: [C-:1]#[N:2].[Na+].C1(C)C=CC(S(O[CH2:14][CH:15]2[CH2:24][CH2:23][C:22]3[C:17](=[CH:18][CH:19]=[CH:20][CH:21]=3)[O:16]2)(=O)=O)=CC=1.C(OCC)C>CN(C)C=O>[C:1]([CH2:14][CH:15]1[CH2:24][CH2:23][C:22]2[C:17](=[CH:18][CH:19]=[CH:20][CH:21]=2)[O:16]1)#[N:2] |f:0.1|. Procedure: 10.6 g (0.216 mol) of sodium cyanide are added to a solution of 57.31 g (0.18 mol) of 2-(p-toluenesulphonyloxymethyl)chroman in 800 ml of absolute dimethylformamide and the whole is heated, while stirring, to 60°. After 10 hours, ice-water is added to the reaction mixture and extraction is carried out with diethyl ether. The combined ethereal phases are washed thoroughly with water, dried over sodium sulphate and concentrated by evaporation in vacuo. 30.0 g (96.2%) of crude product are obtained ... The reactants are BrBr (bromine), C=1(C(=CC=CC1)C(=O)O)C (o-toluic acid). Reagents/catalysts: [Fe] (iron). Reaction conditions: time 2 hour. Product: BrC1=CC=C(C(=C1)C)C(=O)O (5-Bromo-o-toluic Acid), 3-bromo. RXN SMILES: [Br:1]Br.[C:3]1([CH3:12])[C:4]([C:9]([OH:11])=[O:10])=[CH:5][CH:6]=[CH:7][CH:8]=1>[Fe]>[Br:1][C:7]1[CH:8]=[C:3]([CH3:12])[C:4]([C:9]([OH:11])=[O:10])=[CH:5][CH:6]=1. Procedure: Chill a mixture of 140 gm. (0.875 mole) of bromine and 2.45 gm. of iron powder in an ice-bath and add portionwise during 15 minutes 93.31 gm. (0.7 mole) of o-toluic acid. Remove the reaction flask from the ice-bath and stir for 2 hours. Allow the resulting mushy solid to stand at room temperature overnight. Flush the reaction mixture with nitrogen. Finely grind the resulting solid cake, wash with water, aqueous sodium thiosulfate solution, water and dry to obtain the title compound together with... Reactants: CCCc1c(CNC)ccc2ccccc12, CNCc1cccc2ncccc12, CN1CC(=O)Nc2ncc(C=CC(=O)O)cc2C1, Cl, Cl, O=C(O)C=Cc1cnc2c(c1)CCC(=O)N2. The product is CN(Cc1cccc2ncccc12)C(=O)C=Cc1cnc2c(c1)CCC(=O)N2, Cl. RXN SMILES: [CH3:14][NH:15][CH2:16][c:17]1[cH:18][cH:19][c:20]2[c:21]([cH:22][cH:23][cH:24][cH:25]2)[c:26]1[CH2:27][CH2:28][CH3:29].[CH3:1][NH:2][CH2:3][c:4]1[c:5]2[cH:6][cH:7][cH:8][n:9][c:10]2[cH:11][cH:12][cH:13]1.[CH3:48][N:49]1[CH2:50][c:51]2[cH:52][c:53]([CH:54]=[CH:55][C:56]([OH:57])=[O:58])[cH:59][n:60][c:61]2[NH:62][C:63](=[O:64])[CH2:65]1.[ClH:30].[ClH:47].[O:31]=[C:32]1[CH2:33][CH2:34][c:35]2[cH:36][c:37]([CH:42]=[CH:43][C:44](=[O:45])[OH:46])[cH:38][n:39][c:40]2[NH:41]1>>[CH3:1][N:2]([CH2:3][c:4]1[c:5]2[cH:6][cH:7][cH:8][n:9][c:10]2[cH:11][cH:12][cH:13]1)[C:44]([CH:43]=[CH:42][c:37]1[cH:36][c:35]2[c:40]([n:39][cH:38]1)[NH:41][C:32](=[O:31])[CH2:33][CH2:34]2)=[O:45].[ClH:30]. Reactants: CCc1ccc(C(O)c2cccc(Br)c2)s1, O=C([O-])O, CC[SiH](CC)CC, ClCCl, [Na+]. Product: CCc1ccc(Cc2cccc(Br)c2)s1. Reaction SMILES: [Br:1][c:2]1[cH:3][c:4]([CH:8]([OH:9])[c:10]2[s:11][c:12]([CH2:15][CH3:16])[cH:13][cH:14]2)[cH:5][cH:6][cH:7]1.[C:24](=[O:25])([O-:26])[OH:27].[CH2:17]([SiH:18]([CH2:19][CH3:20])[CH2:21][CH3:22])[CH3:23].[Cl:29][CH2:30][Cl:31].[Na+:28]>>[Br:1][c:2]1[cH:3][c:4]([CH2:8][c:10]2[s:11][c:12]([CH2:15][CH3:16])[cH:13][cH:14]2)[cH:5][cH:6][cH:7]1. Reactants: Cc1ccccc1, NCCc1c[nH]c2ccccc12, O=C1OC(=O)c2ccccc21, O. Product: O=C1c2ccccc2C(=O)N1CCc1c[nH]c2ccccc12. RXN SMILES: [CH3:25][c:26]1[cH:27][cH:28][cH:29][cH:30][cH:31]1.[NH2:1][CH2:2][CH2:3][c:4]1[cH:5][nH:6][c:7]2[cH:8][cH:9][cH:10][cH:11][c:12]12.[O:13]=[C:14]1[O:15][C:16](=[O:17])[c:18]2[cH:19][cH:20][cH:21][cH:22][c:23]21.[OH2:24]>>[N:1]1([CH2:2][CH2:3][c:4]2[cH:5][nH:6][c:7]3[cH:8][cH:9][cH:10][cH:11][c:12]23)[C:14](=[O:13])[c:23]2[c:18]([cH:19][cH:20][cH:21][cH:22]2)[C:16]1=[O:15].